Dataset: the Open Reaction Database (ORD), a public repository of structured organic reaction records. Task: describe an organic reaction: reactants, conditions, products, and yield The reactants are FC(S(=O)(=O)OCC(C(F)F)(F)F)(F)F (2,2,3,3-tetrafluoropropyl trifluoromethanesulfonate), O (water), C(CC#N)#N (malononitrile), C([O-])([O-])=O.[K+].[K+] (potassium carbonate). The solvent is CN(C=O)C (N,N-dimethylformamide), CN(C=O)C (N,N-dimethylformamide). Reaction conditions: time 1 hour. Yields the product FC(CC(C#N)(C#N)CC(C(F)F)(F)F)(C(F)F)F (2,2-bis(2,2,3,3-tetrafluoropropyl)malononitrile). Yield: 1.4%. As a reaction SMILES: [C:1](#[N:5])[CH2:2][C:3]#[N:4].C(=O)([O-])[O-].[K+].[K+].FC(F)(F)S(O[CH2:18][C:19]([F:24])([F:23])[CH:20]([F:22])[F:21])(=O)=O.O>CN(C)C=O>[F:23][C:19]([F:24])([CH:20]([F:22])[F:21])[CH2:18][C:2]([CH2:18][C:19]([F:23])([F:24])[CH:20]([F:21])[F:22])([C:1]#[N:5])[C:3]#[N:4] |f:1.2.3|. Procedure: 7.5 g of malononitrile was dissolved in 50 ml of N,N-dimethylformamide and 10.4 g of potassium carbonate was added. The mixture was stirred at room temperature for 1 hour, 10.0 g of 2,2,3,3-tetrafluoropropyl trifluoromethanesulfonate dissolved in 20 ml of N,N-dimethylformamide was added dropwise, and the mixture was stirred overnight. Thereafter, the reaction mixture was poured to water and extracted with diethyl ether. The organic layer was washed successively with water and aqueous saturated s... Starting materials: C1(CCCCC1)C=1C=C(C=NC1OCC(F)(F)F)C(=O)O (5-cyclohexyl-6-(2,2,2-trifluoro-ethoxy)-3-pyridinecarboxylic acid), ClC=1N=NC(=CC1)N(N)C (3-chloro-6-(1-methylhydrazinyl)-pyridazine). Yields the product ClC1=CC=C(N=N1)N(NC(=O)C=1C=NC(=C(C1)C1CCCCC1)OCC(F)(F)F)C (N′-(6-chloropyridazin-3-yl)-5-cyclohexyl-N′-methyl-6-(2,2,2-trifluoroethoxy)-3-pyridinecarboxylic acid hydrazide). As a reaction SMILES: [CH:1]1([C:7]2[CH:8]=[C:9]([C:19]([OH:21])=O)[CH:10]=[N:11][C:12]=2[O:13][CH2:14][C:15]([F:18])([F:17])[F:16])[CH2:6][CH2:5][CH2:4][CH2:3][CH2:2]1.[Cl:22][C:23]1[N:24]=[N:25][C:26]([N:29]([CH3:31])[NH2:30])=[CH:27][CH:28]=1>>[Cl:22][C:23]1[N:24]=[N:25][C:26]([N:29]([CH3:31])[NH:30][C:19]([C:9]2[CH:10]=[N:11][C:12]([O:13][CH2:14][C:15]([F:18])([F:16])[F:17])=[C:7]([CH:1]3[CH2:6][CH2:5][CH2:4][CH2:3][CH2:2]3)[CH:8]=2)=[O:21])=[CH:27][CH:28]=1. Procedure: The title compound was synthesized in analogy to Example 1 using 5-cyclohexyl-6-(2,2,2-trifluoro-ethoxy)-3-pyridinecarboxylic acid (example 12c) and 3-chloro-6-(1-methylhydrazinyl)-pyridazine (CAN 76953-33-8) as starting materials; LC-MS (UV peak area/ESI) 100.0%, 444.1408 (M+H)+. Run at time 8 hour. Reported procedure: A solution of L-Boc-alanine (1.57 g, 8.33 mmol), HOBt monohydrate (1.13 g, 8.33 mmol), diisopropylethylamine (1.45 mL, 8.33 mmol) and CH2Cl2 (40 mL) was purged with nitrogen and cooled in an ice bath. To the cold solution was added 1-(3-dimethylaminopropyl)-3-ethylcarbodimide hydrochloride (1.60 g, 8.33 mmol) followed by a solution of 3-amino-2,3-dihydro-1-(3,3-dimethyl-2-oxobutyl)-5-(2-pyridyl)-1H-1,4-benzodiazepin-2-one (2.92 g, 8.33 mmol) dissolved in CH2Cl2 (25 mL). The cold bath was removed... The product is N[C@@H](C)C(=O)NC1C(N(C2=C(C(=N1)C1=NC=CC=C1)C=CC=C2)CC(C(C)(C)C)=O)=O (3-[(L-Alaninyl)amino]-2,3-dihydro-1-(3,3-dimethyl-2-oxobutyl)-5-(2-pyridyl)-1H-1,4-benzodiazepin-2-one), EtOAc hexanes. Run in C(Cl)Cl (CH2Cl2), C(Cl)Cl (CH2Cl2). The reactants are Cl.CN(CCCN=C=NCC)C (1-(3-dimethylaminopropyl)-3-ethylcarbodimide hydrochloride), L-Boc-alanine, C1=CC=C2C(=C1)N=NN2O.O (HOBt monohydrate), C(C)(C)N(CC)C(C)C (diisopropylethylamine), NC1C(N(C2=C(C(=N1)C1=NC=CC=C1)C=CC=C2)CC(C(C)(C)C)=O)=O (3-amino-2,3-dihydro-1-(3,3-dimethyl-2-oxobutyl)-5-(2-pyridyl)-1H-1,4-benzodiazepin-2-one). Yield: 60.0%. RXN SMILES: C1C=[C:5]2N=N[N:9](O)[C:4]2=[CH:3]C=1.[OH2:11].C(N(C(C)C)CC)(C)C.Cl.CN(C)CCCN=C=NCC.[NH2:33][CH:34]1[N:40]=[C:39]([C:41]2[CH:46]=[CH:45][CH:44]=[CH:43][N:42]=2)[C:38]2[CH:47]=[CH:48][CH:49]=[CH:50][C:37]=2[N:36]([CH2:51][C:52](=[O:57])[C:53]([CH3:56])([CH3:55])[CH3:54])[C:35]1=[O:58]>C(Cl)Cl>[NH2:9][C@H:4]([C:3]([NH:33][CH:34]1[N:40]=[C:39]([C:41]2[CH:46]=[CH:45][CH:44]=[CH:43][N:42]=2)[C:38]2[CH:47]=[CH:48][CH:49]=[CH:50][C:37]=2[N:36]([CH2:51][C:52](=[O:57])[C:53]([CH3:54])([CH3:55])[CH3:56])[C:35]1=[O:58])=[O:11])[CH3:5] |f:0.1,3.4|. The reactants are CC(C)([O-])C.[K+] (Potassium tert.-butoxide), FC=1C=C(C=C(C1F)F)C(C)=O (1-(3,4,5-trifluoro-phenyl)-ethanone), C(C(=O)OCC)(=O)OCC (diethyl oxalate). Solvent: C(C)OCC (diethyl ether). Conditions: temperature 0 celsius, time 15 minute. The product is O=C(C(=O)OCC)CC(C1=CC(=C(C(=C1)F)F)F)=O (Ethyl 2,4-dioxo-4-(3,4,5-trifluoro-phenyl)-butyrate). As a reaction SMILES: CC(C)([O-])C.[K+].[F:7][C:8]1[CH:9]=[C:10]([C:16](=[O:18])[CH3:17])[CH:11]=[C:12]([F:15])[C:13]=1[F:14].[C:19](OCC)(=[O:25])[C:20]([O:22][CH2:23][CH3:24])=[O:21]>C(OCC)C>[O:25]=[C:19]([CH2:17][C:16](=[O:18])[C:10]1[CH:9]=[C:8]([F:7])[C:13]([F:14])=[C:12]([F:15])[CH:11]=1)[C:20]([O:22][CH2:23][CH3:24])=[O:21] |f:0.1|. Reported procedure: Potassium tert.-butoxide (1.12 g, 10.0 mmol) was added to a solution of 1-(3,4,5-trifluoro-phenyl)-ethanone (1.74 g, 10.0 mmol) and diethyl oxalate (1.49 mL, 11.0 mmol) in diethyl ether (20 mL) cooled to 0° C. The heterogenous mixture was stirred for 15 min at 0° C. followed by 15 h at 20° C. The mixture was partitioned between 3 N hydrochloric acid (20 mL) and diethyl ether (50 mL). The organic layer was washed with brine (20 mL), dried over sodium sulfate and evaporated under reduced pressure ... The reactants are FC(C(=O)N)(F)F (2,2,2-trifluoroacetamide), [O-2].[Mg+2] (magnesium oxide), C(C)(C)(C)[Si](OCCCS(=O)C)(C)C (tert-butyldimethyl(3-(methylsulfinyl)propoxy)silane), C(C)(=O)OI(OC(C)=O)C1=CC=CC=C1 ((diacetoxyiodo)benzene). Reagents/catalysts: C(C)(=O)[O-].[Rh+2].C(C)(=O)[O-] (rhodium(II) acetate). Solvent: ClCCl (dichloromethane). Run at time 24 hour. Yields the product C(C)(C)(C)[Si](OCCCS(=O)(=N)C)(C)C (tert-Butyldimethyl(3-(S-methylsulfonimidoyl)propoxy)silane). Isolated yield 65.5%. RXN SMILES: FC(F)(F)C([NH2:5])=O.[O-2].[Mg+2].[C:10]([Si:14]([CH3:23])([CH3:22])[O:15][CH2:16][CH2:17][CH2:18][S:19]([CH3:21])=[O:20])([CH3:13])([CH3:12])[CH3:11].C(OI(C1C=CC=CC=1)OC(=O)C)(=O)C>ClCCl.C([O-])(=O)C.[Rh+2].C([O-])(=O)C>[C:10]([Si:14]([CH3:22])([CH3:23])[O:15][CH2:16][CH2:17][CH2:18][S:19]([CH3:21])(=[NH:5])=[O:20])([CH3:13])([CH3:12])[CH3:11] |f:1.2,6.7.8|. Reported procedure: To a 1-L round-bottom flask containing 2,2,2-trifluoroacetamide (17.43 g), magnesium oxide (12.1 g), and rhodium(II) acetate (0.99 g) in anhydrous dichloromethane (500 mL) was added tert-butyldimethyl(3-(methylsulfinyl)propoxy)silane (17.65 g) and (diacetoxyiodo)benzene (36.1 g). The resulting reaction mixture was stirred at room temperature for 24 hours and then filtered through a short pad of celite. The filtrate was concentrated, the brown oily residue was taken up in MeOH (˜500 mL), and pota... The reactants are FC=1C=C(C=CC1C)C1C=CN(C=C1)C(C(C)(C)C)=O (4-(3-Fluoro-4-methylphenyl)-1-trimethylacetyl-1,4-dihydropyridine), O (water), [Mn](=O)(=O)(=O)[O-].[K+] (potassium permanganate). Reaction conditions: temperature 100 celsius. The product is FC1=C(C(=O)O)C=CC(=C1)C1=CC=NC=C1 (2-fluoro-4-(4pyridinyl)benzoic acid). RXN SMILES: [F:1][C:2]1[CH:3]=[C:4]([CH:9]2[CH:14]=[CH:13][N:12](C(=O)C(C)(C)C)[CH:11]=[CH:10]2)[CH:5]=[CH:6][C:7]=1[CH3:8].[Mn]([O-])(=O)(=O)=[O:22].[K+].[OH2:27]>>[F:1][C:2]1[CH:3]=[C:4]([C:9]2[CH:14]=[CH:13][N:12]=[CH:11][CH:10]=2)[CH:5]=[CH:6][C:7]=1[C:8]([OH:22])=[O:27] |f:1.2|. Reported procedure: The product of part (a) (75.0 g) in 2 L water was heated on a steam bath, and 200 g potassium permanganate was added portion-wise. The reaction mixture was heated at 100° C. for three days and then filtered to remove manganese oxide. The filtrate was concentrated in vacuo and the residue dried to give 36.1 g of 2-fluoro-4-(4pyridinyl)benzoic acid. Starting materials: [BH4-].[Na+] (Sodium borohydride), BrC1=CC=C(O[C@H](C(=O)OCC)C)C=C1 ((2S)-2-(4-bromophenoxy)propionic acid, ethyl ester). Run in C(C)O (ethanol). Run at time 10 hour. Product: BrC1=CC=C(O[C@H](CO)C)C=C1 ((2S)-2-(4-Bromophenoxy)propan-1-ol). RXN SMILES: [BH4-].[Na+].[Br:3][C:4]1[CH:17]=[CH:16][C:7]([O:8][C@@H:9]([CH3:15])[C:10](OCC)=[O:11])=[CH:6][CH:5]=1>C(O)C>[Br:3][C:4]1[CH:17]=[CH:16][C:7]([O:8][C@@H:9]([CH3:15])[CH2:10][OH:11])=[CH:6][CH:5]=1 |f:0.1|. Procedure: Sodium borohydride (1.15 g) was added to a solution of (2S)-2-(4-bromophenoxy)propionic acid, ethyl ester (7.5 g, Example 4a)) in ethanol (20 ml) at 5° C. The resulting solution was allowed to attain room temperature and was stirred for 10 hours before being concentrated under reduced pressure. The residue was partitioned between ethyl acetate (100 ml) and 2M hydrochloric acid (50 ml). The mixture was extracted into ethyl acetate and the combined extracts were dried over anhydrous magnesium sulf...